Dataset: the Open Reaction Database (ORD), a public repository of structured organic reaction records. Task: describe an organic reaction: reactants, conditions, products, and yield Reactants: O=C1NCCc2cc(Br)ccc21, CCCC[Sn](CCCC)(CCCC)c1cnc(N(C(=O)OC(C)(C)C)c2ccc(N3CCOCC3)cc2)c2ncnn12, CN(C)C=O, c1ccc(P(c2ccccc2)(c2ccccc2)[Pd](P(c2ccccc2)(c2ccccc2)c2ccccc2)(P(c2ccccc2)(c2ccccc2)c2ccccc2)P(c2ccccc2)(c2ccccc2)c2ccccc2)cc1. Yields the product CC(C)(C)OC(=O)N(c1ccc(N2CCOCC2)cc1)c1ncc(-c2ccc3c(c2)CCNC3=O)n2ncnc12. RXN SMILES: [Br:43][c:44]1[cH:45][c:46]2[c:51]([cH:52][cH:53]1)[C:50](=[O:54])[NH:49][CH2:48][CH2:47]2.[C:1]([CH3:2])([CH3:3])([CH3:4])[O:5][C:6]([N:7]([c:8]1[c:9]2[n:10]([c:11]([Sn:14]([CH2:15][CH2:16][CH2:17][CH3:18])([CH2:19][CH2:20][CH2:21][CH3:22])[CH2:23][CH2:24][CH2:25][CH3:26])[cH:12][n:13]1)[n:27][cH:28][n:29]2)[c:30]1[cH:31][cH:32][c:33]([N:36]2[CH2:37][CH2:38][O:39][CH2:40][CH2:41]2)[cH:34][cH:35]1)=[O:42].[O:55]=[CH:56][N:57]([CH3:58])[CH3:59].[cH:60]1[cH:61][cH:62][c:63]([P:64]([Pd:65]([P:66]([c:67]2[cH:68][cH:69][cH:70][cH:71][cH:72]2)([c:73]2[cH:74][cH:75][cH:76][cH:77][cH:78]2)[c:79]2[cH:80][cH:81][cH:82][cH:83][cH:84]2)([P:85]([c:86]2[cH:87][cH:88][cH:89][cH:90][cH:91]2)([c:92]2[cH:93][cH:94][cH:95][cH:96][cH:97]2)[c:98]2[cH:99][cH:100][cH:101][cH:102][cH:103]2)[P:104]([c:105]2[cH:106][cH:107][cH:108][cH:109][cH:110]2)([c:111]2[cH:112][cH:113][cH:114][cH:115][cH:116]2)[c:117]2[cH:118][cH:119][cH:120][cH:121][cH:122]2)([c:123]2[cH:124][cH:125][cH:126][cH:127][cH:128]2)[c:129]2[cH:130][cH:131][cH:132][cH:133][cH:134]2)[cH:135][cH:136]1>>[C:1]([CH3:2])([CH3:3])([CH3:4])[O:5][C:6]([N:7]([c:8]1[c:9]2[n:10]([c:11](-[c:44]3[cH:45][c:46]4[c:51]([cH:52][cH:53]3)[C:50](=[O:54])[NH:49][CH2:48][CH2:47]4)[cH:12][n:13]1)[n:27][cH:28][n:29]2)[c:30]1[cH:31][cH:32][c:33]([N:36]2[CH2:37][CH2:38][O:39][CH2:40][CH2:41]2)[cH:34][cH:35]1)=[O:42]. The reactants are CI, CCCCCC, [Li]CCCC, N#CC1CN(C(c2ccccc2)c2ccccc2)C1, CC(C)NC(C)C, [Cl-], [NH4+], C1CCOC1. Yields the product CC1(C#N)CN(C(c2ccccc2)c2ccccc2)C1. As a reaction SMILES: [CH3:32][I:33].[CH3:41][CH2:42][CH2:43][CH2:44][CH2:45][CH3:46].[CH3:8][CH2:9][CH2:10][CH2:11][Li:12].[CH:13]([c:14]1[cH:15][cH:16][cH:17][cH:18][cH:19]1)([c:20]1[cH:21][cH:22][cH:23][cH:24][cH:25]1)[N:26]1[CH2:27][CH:28]([C:30]#[N:31])[CH2:29]1.[CH:1]([NH:2][CH:3]([CH3:4])[CH3:5])([CH3:6])[CH3:7].[Cl-:34].[NH4+:35].[O:36]1[CH2:37][CH2:38][CH2:39][CH2:40]1>>[CH3:1][C:28]1([C:30]#[N:31])[CH2:27][N:26]([CH:13]([c:14]2[cH:15][cH:16][cH:17][cH:18][cH:19]2)[c:20]2[cH:21][cH:22][cH:23][cH:24][cH:25]2)[CH2:29]1. Reactants: O=C1N(C(CC1)=O)OC(=O)C1=C(NC(=C1C)\C=C\1/C(NC2=CC=C(C=C12)S(=O)(=O)CC1=C(C=CC(=C1)Cl)Cl)=O)C (5-[5-(2,5-Dichloro-phenylmethanesulfonyl)-2-oxo-1,2-dihydro-indol-(3Z)-ylidenemethyl]-2,4-dimethyl-1H-pyrrole-3-carboxylic acid 2,5-dioxo-pyrrolidin-1-yl ester), N1(CCCC1)C[C@H]1NCCC1 ((S)-2-pyrrolidin-1-ylmethyl-pyrrolidine). The product is ClC1=C(C=C(C=C1)Cl)CS(=O)(=O)C=1C=C2/C(/C(NC2=CC1)=O)=C/C=1NC(=C(C1C)C(=O)N1[C@@H](CCC1)CN1CCCC1)C (5-(2,5-Dichloro-phenylmethanesulfonyl)-3-[1-[3,5-dimethyl-4-((S)-2-pyrrolidin-1-ylmethyl-pyrrolidine-1-carbonyl)-1H-pyrrol-2-yl]-meth-(Z)-ylidene]-1,3-dihydro-indol-2-one). RXN SMILES: O=C1CCC(=O)N1O[C:9]([C:11]1[C:15]([CH3:16])=[C:14](/[CH:17]=[C:18]2\[C:19](=[O:39])[NH:20][C:21]3[C:26]\2=[CH:25][C:24]([S:27]([CH2:30][C:31]2[CH:36]=[C:35]([Cl:37])[CH:34]=[CH:33][C:32]=2[Cl:38])(=[O:29])=[O:28])=[CH:23][CH:22]=3)[NH:13][C:12]=1[CH3:40])=[O:10].[N:41]1([CH2:46][C@@H:47]2[CH2:51][CH2:50][CH2:49][NH:48]2)[CH2:45][CH2:44][CH2:43][CH2:42]1>>[Cl:38][C:32]1[CH:33]=[CH:34][C:35]([Cl:37])=[CH:36][C:31]=1[CH2:30][S:27]([C:24]1[CH:25]=[C:26]2[C:21](=[CH:22][CH:23]=1)[NH:20][C:19](=[O:39])/[C:18]/2=[CH:17]\[C:14]1[NH:13][C:12]([CH3:40])=[C:11]([C:9]([N:48]2[CH2:49][CH2:50][CH2:51][C@H:47]2[CH2:46][N:41]2[CH2:45][CH2:44][CH2:43][CH2:42]2)=[O:10])[C:15]=1[CH3:16])(=[O:28])=[O:29]. Reported procedure: 5-[5-(2,5-Dichloro-phenylmethanesulfonyl)-2-oxo-1,2-dihydro-indol-(3Z)-ylidenemethyl]-2,4-dimethyl-1H-pyrrole-3-carboxylic acid 2,5-dioxo-pyrrolidin-1-yl ester (120 mg, 0.2 mmol) was coupled with (S)-2-pyrrolidin-1-ylmethyl-pyrrolidine (31 mg, 0.2 mmol) to give the titled compound. The reactants are CC(=O)[O-], CC(C)C(=O)O, [Na+], Oc1cccc(O)c1. The product is CC(C)C(=O)c1ccc(O)cc1O. Reaction SMILES: [C:15]([O-:16])(=[O:17])[CH3:18].[CH3:9][CH:10]([CH3:11])[C:12]([OH:13])=[O:14].[Na+:19].[OH:1][c:2]1[cH:3][cH:4][cH:5][c:6]([OH:7])[cH:8]1>>[OH:1][c:2]1[c:3]([C:12]([CH:10]([CH3:9])[CH3:11])=[O:13])[cH:4][cH:5][c:6]([OH:7])[cH:8]1. The reactants are Cl (hydrochloric acid), ClS(=O)(=O)C1=CC=C2C(=CNC(C2=C1)=O)C(=O)O (7-(Chlorosulfonyl)-1-oxo-1,2-dihydroisoquinoline-4-carboxylic acid), C(C)(C)N(CC)C(C)C (diisopropylethylamine), Cl.CC1(CNC1)O (3-methylazetidin-3-ol hydrochloride). The solvent is O1CCCC1 (tetrahydrofuran). The product is OC1(CN(C1)S(=O)(=O)C1=CC=C2C(=CNC(C2=C1)=O)C(=O)O)C (7-[(3-hydroxy-3-methylazetidin-1-yl)sulfonyl]-1-oxo-1,2-dihydroisoquinoline-4-carboxylic acid). As a reaction SMILES: Cl[S:2]([C:5]1[CH:14]=[C:13]2[C:8]([C:9]([C:16]([OH:18])=[O:17])=[CH:10][NH:11][C:12]2=[O:15])=[CH:7][CH:6]=1)(=[O:4])=[O:3].C(N(C(C)C)CC)(C)C.Cl.[CH3:29][C:30]1([OH:34])[CH2:33][NH:32][CH2:31]1.Cl>O1CCCC1>[OH:34][C:30]1([CH3:29])[CH2:33][N:32]([S:2]([C:5]2[CH:14]=[C:13]3[C:8]([C:9]([C:16]([OH:18])=[O:17])=[CH:10][NH:11][C:12]3=[O:15])=[CH:7][CH:6]=2)(=[O:4])=[O:3])[CH2:31]1 |f:2.3|. Procedure details: 7-(Chlorosulfonyl)-1-oxo-1,2-dihydroisoquinoline-4-carboxylic acid (1 g), diisopropylethylamine (3 ml) and 3-methylazetidin-3-ol hydrochloride (0.8 g) in tetrahydrofuran (8 ml) were heated at 55° C. for 3 days. The mixture was acidified with hydrochloric acid and then filtered to yield 7-[(3-hydroxy-3-methylazetidin-1-yl)sulfonyl]-1-oxo-1,2-dihydroisoquinoline-4-carboxylic acid as a pale pink solid. The reactants are ClC=1C=CC(=NC1)NC(C1=C(C(=CC=C1)OC)N)=O (N-(5-chloropyridin-2-yl)-2-amino-3-methoxybenzamide), ClN1C(CCC1=O)=O (N-chlorosuccinimide). The solvent is C1=CC=CC=C1 (benzene). Run at temperature 52.5 celsius. Yields the product ClC=1C=CC(=NC1)NC(C1=C(C(=CC(=C1)Cl)OC)N)=O (N-(5-chloropyridin-2-yl)-2-amino-3-methoxy-5-chlorobenzamide). The yield is 91.5%. Reaction SMILES: [Cl:1][C:2]1[CH:3]=[CH:4][C:5]([NH:8][C:9](=[O:19])[C:10]2[CH:15]=[CH:14][CH:13]=[C:12]([O:16][CH3:17])[C:11]=2[NH2:18])=[N:6][CH:7]=1.[Cl:20]N1C(=O)CCC1=O>C1C=CC=CC=1>[Cl:1][C:2]1[CH:3]=[CH:4][C:5]([NH:8][C:9](=[O:19])[C:10]2[CH:15]=[C:14]([Cl:20])[CH:13]=[C:12]([O:16][CH3:17])[C:11]=2[NH2:18])=[N:6][CH:7]=1. Procedure details: To N-(5-chloropyridin-2-yl)-2-amino-3-methoxybenzamide (39 g, 140 mmol) in benzene (2 L) was added N-chlorosuccinimide (20 g, 148 mmol) and the reaction heated at 50-55° C. After 24 hours the reaction was cooled to ambient temperature and concentrated of all volatiles in vacuo. The resulting solid was dissolved in ethyl acetate (1 L), washed with water (3×100 mL), dried over sodium sulfate, and concentrated. Recrystallization from benzene afforded 40 g (90% yield) of N-(5-chloropyridin-2-yl)-2-a... The reactants are CN(CCCC1C2=C(C=CC3=C1C=C(C=C3)S(=O)(=O)C)C=CC=C2)C (5-(3-dimethylaminopropyl)-3-methylsulfonyl-5H-dibenzo[a,d]cycloheptene), CN(CCC=C1C2=C(C=CC3=C1C=CC=C3)C=CC=C2)C (5-(3-dimethylaminopropylidene)-5H-dibenzo[a,d]cycloheptene). The product is CNCCCC1C2=C(C=CC3=C1C=C(C=C3)S(=O)(=O)C)C=CC=C2 (5-(3-methylaminopropyl)-3-methylsulfonyl-5H-dibenzo[a,d]cycloheptene). RXN SMILES: [CH3:1][N:2](C)[CH2:3][CH2:4][CH2:5][CH:6]1[C:12]2[CH:13]=[C:14]([S:17]([CH3:20])(=[O:19])=[O:18])[CH:15]=[CH:16][C:11]=2[CH:10]=[CH:9][C:8]2[CH:21]=[CH:22][CH:23]=[CH:24][C:7]1=2.CN(C)CCC=C1C2C=CC=CC=2C=CC2C=CC=CC1=2>>[CH3:1][NH:2][CH2:3][CH2:4][CH2:5][CH:6]1[C:12]2[CH:13]=[C:14]([S:17]([CH3:20])(=[O:18])=[O:19])[CH:15]=[CH:16][C:11]=2[CH:10]=[CH:9][C:8]2[CH:21]=[CH:22][CH:23]=[CH:24][C:7]1=2. Procedure details: By substituting 5-(3-dimethylaminopropyl)-3-methylsulfonyl-5H-dibenzo[a,d]cycloheptene for the 5-(3-dimethylaminopropylidene)-5H-dibenzo[a,d]cycloheptene of Example 6, Step A, and following substantially the same procedure described in Example 6, Steps A and B, there is obtained 5-(3-methylaminopropyl)-3-methylsulfonyl-5H-dibenzo[a,d]cycloheptene as an oily residue. The base is converted to the hydrogen oxalate salt by treating an ethanolic solution of the base with a 10% excess of oxalic acid i... Starting materials: Cl (hydrochloric acid), [OH-].ClC1=C(C=C(C(=O)N[N+]2=C(C=C(C=C2C)C)C)C=C1)S(N)(=O)=O (1-[(4-chloro-3-sulfamylbenzoyl)-amino]-2,4,6-trimethylpyridinium hydroxide). Run in C(C)O (ethanol), C(C)O (ethanol). Conditions: time 1 hour. The product is [Cl-].ClC1=C(C=C(C(=O)N[N+]2=C(C=C(C=C2C)C)C)C=C1)S(N)(=O)=O (1-[(4-chloro-3-sulfamylbenzoyl)-amino]-2,4,6-trimethylpyridinium chloride). Yield: 184.5%. As a reaction SMILES: Cl.[OH-].[Cl:3][C:4]1[CH:21]=[CH:20][C:7]([C:8]([NH:10][N+:11]2[C:16]([CH3:17])=[CH:15][C:14]([CH3:18])=[CH:13][C:12]=2[CH3:19])=[O:9])=[CH:6][C:5]=1[S:22](=[O:25])(=[O:24])[NH2:23]>C(O)C>[Cl-:3].[Cl:3][C:4]1[CH:21]=[CH:20][C:7]([C:8]([NH:10][N+:11]2[C:16]([CH3:17])=[CH:15][C:14]([CH3:18])=[CH:13][C:12]=2[CH3:19])=[O:9])=[CH:6][C:5]=1[S:22](=[O:24])(=[O:25])[NH2:23] |f:1.2,4.5|. Procedure details: 10 ml of ethanol saturated with hydrochloric acid are added with stirring to a solution of the inert salt of 1-[(4-chloro-3-sulfamylbenzoyl)-amino]-2,4,6-trimethylpyridinium hydroxide (3.5 g, 0.01 mol) in ethanol (80 ml). After one hour's stirring, the precipitate formed is filtered off and washed with ethanol. 3.6 g (92%) of 1-[(4-chloro-3-sulfamylbenzoyl)-amino]-2,4,6-trimethylpyridinium chloride of the formula ##STR14## are obtained. Reactants: C(C)(=O)O[C@H]1[C@@H](O[C@@H]([C@H]1OC(C)=O)COC(C)=O)N1C2=NC(=NC(=C2N=C1)N1C(=NC=C1)CCC)Cl (9-(2,3,5-Tri-O-acetyl-β-D-ribofuranosyl)-2-chloro-6-(2-propylimidazol-1-yl)purine), C(=O)(C)Cl (AcCl). Run in CC(=O)O (HOAc). Reaction conditions: temperature 65 celsius, time 1.5 hour. Yields the product ClC1=NC(=C2NC=NC2=N1)N1C(=NC=C1)CCC (2-chloro-6-(2-propylimidazol-1-yl)purine). The yield is 87.2%. RXN SMILES: C(O[C@@H]1[C@H](OC(=O)C)[C@@H](COC(=O)C)O[C@H]1[N:19]1[CH:27]=[N:26][C:25]2[C:20]1=[N:21][C:22]([Cl:36])=[N:23][C:24]=2[N:28]1[CH:32]=[CH:31][N:30]=[C:29]1[CH2:33][CH2:34][CH3:35])(=O)C.C(Cl)(C)=O>CC(O)=O>[Cl:36][C:22]1[N:21]=[C:20]2[C:25]([NH:26][CH:27]=[N:19]2)=[C:24]([N:28]2[CH:32]=[CH:31][N:30]=[C:29]2[CH2:33][CH2:34][CH3:35])[N:23]=1. Procedure: 9-(2,3,5-Tri-O-acetyl-β-D-ribofuranosyl)-2-chloro-6-(2-propylimidazol-1-yl)purine (4.99 g, 9.6 mmol) was dissolved in HOAc (400 mL). To the solution was added AcCl (4.0 mL, 4.42 g, 56.3 mmol), and the mixture was stirred at 65° C. for 1.5 h in a sealed flask (reaction almost complete, TLC). Volatiles were evaporated in vacuo, and the residue was washed (CH2Cl2), and dissolved in 0.1 N NaOH/H2O. Precipitation with CO2 gave 2-chloro-6-(2-propylimidazol-1-yl)purine (2.20 g, 88%). Recrystallization ... The reactants are ClC=1N=C(NC1CC)C(=O)N[C@@H]1[C@@H](CN(CC1)C=1OC(=C(N1)C(=O)OCCCC)C(C)C)OC (Butyl cis(±)-2-(4-{[(4-chloro-5-ethyl-1H-imidazol-2-yl)carbonyl]amino}-3-methoxypiperidin-1-yl)-5-isopropyl-1,3-oxazole-4-carboxylate), [OH-].[Li+] (lithium hydroxide), CO (methanol). The solvent is C1CCOC1 (THF). Yields the product ClC=1N=C(NC1CC)C(=O)N[C@@H]1[C@@H](CN(CC1)C=1OC(=C(N1)C(=O)O)C(C)C)OC (cis(±)-2-(4-{[(4-Chloro-5-ethyl-1H-imidazol-2-yl)carbonyl]amino}-3-methoxypiperidin-1-yl)-5-isopropyl-1,3-oxazole-4-carboxylic acid). The yield is 90.9%. As a reaction SMILES: [Cl:1][C:2]1[N:3]=[C:4]([C:9]([NH:11][C@H:12]2[CH2:17][CH2:16][N:15]([C:18]3[O:19][C:20]([CH:30]([CH3:32])[CH3:31])=[C:21]([C:23]([O:25]CCCC)=[O:24])[N:22]=3)[CH2:14][C@H:13]2[O:33][CH3:34])=[O:10])[NH:5][C:6]=1[CH2:7][CH3:8].[OH-].[Li+].CO>C1COCC1>[Cl:1][C:2]1[N:3]=[C:4]([C:9]([NH:11][C@H:12]2[CH2:17][CH2:16][N:15]([C:18]3[O:19][C:20]([CH:30]([CH3:31])[CH3:32])=[C:21]([C:23]([OH:25])=[O:24])[N:22]=3)[CH2:14][C@H:13]2[O:33][CH3:34])=[O:10])[NH:5][C:6]=1[CH2:7][CH3:8] |f:1.2|. Reported procedure: The same operation as in Example (91d) was performed using butyl cis(±)-2-(4-{[(4-chloro-5-ethyl-1H-imidazol-2-yl)carbonyl]amino}-3-methoxypiperidin-1-yl)-5-isopropyl-1,3-oxazole-4-carboxylate obtained in Example (111d) (0.15 g, 0.30 mmol), 2 N lithium hydroxide (3 mL, 6 mmol), methanol (3 mL) and THF (5 mL), to obtain 0.12 g of the title compound as a colorless solid (90%).